From a dataset of the Open Reaction Database (ORD), a public repository of structured organic reaction records. describe an organic reaction: reactants, conditions, products, and yield Starting materials: C(CC(=O)C)(=O)OC(C)(C)C (tert-butyl acetoacetate), NC1=NC(=CC=C1)CO[Si](C)(C)C(C)(C)C (2-amino-6-(tert-butyldimethylsilyloxymethyl)pyridine). The solvent is C1(=CC=CC=C1)C (toluene), C1(=CC=CC=C1)C (toluene). Reaction conditions: temperature 100 celsius, time 1 hour. Yields the product [Si](C)(C)(C(C)(C)C)OCC1=CC=CC(=N1)NC(CC(C)=O)=O (N-(6-(tert-butyldimethylsilyloxymethyl)pyridin-2-yl)-3-oxobutanamide). As a reaction SMILES: [C:1]([O:7]C(C)(C)C)(=O)[CH2:2][C:3]([CH3:5])=[O:4].[NH2:12][C:13]1[CH:18]=[CH:17][CH:16]=[C:15]([CH2:19][O:20][Si:21]([C:24]([CH3:27])([CH3:26])[CH3:25])([CH3:23])[CH3:22])[N:14]=1>C1(C)C=CC=CC=1>[Si:21]([O:20][CH2:19][C:15]1[N:14]=[C:13]([NH:12][C:1](=[O:7])[CH2:2][C:3](=[O:4])[CH3:5])[CH:18]=[CH:17][CH:16]=1)([C:24]([CH3:27])([CH3:26])[CH3:25])([CH3:23])[CH3:22]. Procedure details: 6.6 mL of tert-butyl acetoacetate was dissolved in 10 mL of toluene and the mixture was stirred at 100° C. for 1 hour. To the reaction solution was added a solution of 1.9 g (8.1 mmol) of 2-amino-6-(tert-butyldimethylsilyloxymethyl)pyridine in 5 mL of toluene and the mixture was stirred at the same temperature for 15 hours. The reaction solution was concentrated and the resulting residue was purified by a silica gel column chromatography to give 2.2 g of the title compound as a yellow oil. The reactants are C(OCC1=CC=CC=C1)(O[C@@H]1[C@H](O[C@H]([C@]1(C)F)N1C2=NC(=NC(=C2N=C1)OC)NC(C1=CC=CC=C1)(C1=CC=C(C=C1)OC)C1=CC=C(C=C1)OC)COC(C1=CC=CC=C1)(C1=CC=C(C=C1)OC)C1=CC=C(C=C1)OC)=O (benzyl ((2R,3R,4R,5R)-2-((bis(4-methoxyphenyl)(phenyl)methoxy)methyl)-5-(2-((bis(4-methoxyphenyl)(phenyl)methyl)amino)-6-methoxy-9H-purin-9-yl)-4-fluoro-4-methyltetrahydrofuran-3-yl) carbonate), C(=O)(C(F)(F)F)O (TFA), C(=O)(O)[O-].[Na+] (NaHCO3). Run in C(Cl)Cl (DCM). Conditions: time 2 hour. The product is C(O[C@@H]1[C@H](O[C@H]([C@]1(C)F)N1C2=NC(=NC(=C2N=C1)OC)N)CO)(OCC1=CC=CC=C1)=O ((2R,3R,4R,5R)-5-(2-amino-6-methoxy-9H-purin-9-yl)-4-fluoro-2-(hydroxymethyl)-4-methyltetrahydrofuran-3-yl benzyl carbonate). The yield is 88.2%. As a reaction SMILES: C(O)(C(F)(F)F)=O.[C:8](=[O:85])([O:17][C@H:18]1[C@:22]([F:24])([CH3:23])[C@H:21]([N:25]2[CH:33]=[N:32][C:31]3[C:26]2=[N:27][C:28]([NH:36]C(C2C=CC(OC)=CC=2)(C2C=CC(OC)=CC=2)C2C=CC=CC=2)=[N:29][C:30]=3[O:34][CH3:35])[O:20][C@@H:19]1[CH2:60][O:61]C(C1C=CC(OC)=CC=1)(C1C=CC(OC)=CC=1)C1C=CC=CC=1)[O:9][CH2:10][C:11]1[CH:16]=[CH:15][CH:14]=[CH:13][CH:12]=1.C([O-])(O)=O.[Na+]>C(Cl)Cl>[C:8](=[O:85])([O:9][CH2:10][C:11]1[CH:12]=[CH:13][CH:14]=[CH:15][CH:16]=1)[O:17][C@H:18]1[C@:22]([F:24])([CH3:23])[C@H:21]([N:25]2[CH:33]=[N:32][C:31]3[C:26]2=[N:27][C:28]([NH2:36])=[N:29][C:30]=3[O:34][CH3:35])[O:20][C@@H:19]1[CH2:60][OH:61] |f:2.3|. Procedure details: A 1 vol % of TFA solution in DCM (50 mL) was added to a flask loaded with 4 (2.69 g, 2.56 mmol). The mixture was stirred at room temperature for 2 h and it was complete. Sat. NaHCO3 (20 mL) was added and the mixture was partitioned in water and DCM. The organic layer was concentrated and solid residue was purified by column chromatography (silica gel, 0˜5% 2-PrOH in DCM) to afford 1.01 g of product, 5, as a white foam solid (yield 88%). 1H-NMR (CDCl3): δ 7.82 (s, 1H), 7.39-7.33 (m, 5H), 6.02 (d,... Reactants: COc1ccc(Br)c(CBr)c1, CC1NC(=O)OC1c1ccccc1. The product is COc1ccc(Br)c(CN2C(=O)OC(c3ccccc3)C2C)c1. RXN SMILES: [Br:1][c:2]1[c:3]([CH2:4][Br:5])[cH:6][c:7]([O:10][CH3:11])[cH:8][cH:9]1.[CH3:12][CH:13]1[NH:14][C:15](=[O:24])[O:16][CH:17]1[c:18]1[cH:19][cH:20][cH:21][cH:22][cH:23]1>>[Br:1][c:2]1[c:3]([CH2:4][N:14]2[CH:13]([CH3:12])[CH:17]([c:18]3[cH:19][cH:20][cH:21][cH:22][cH:23]3)[O:16][C:15]2=[O:24])[cH:6][c:7]([O:10][CH3:11])[cH:8][cH:9]1.